Dataset: the Open Reaction Database (ORD), a public repository of structured organic reaction records. Task: describe an organic reaction: reactants, conditions, products, and yield Starting materials: CCOC(=O)CCN(CC)c1nc2cc(F)c(F)cc2cc1C(=O)OCC, CC(=O)O, CCO, O. The product is CCOC(=O)C1CN(CC)c2nc3cc(F)c(F)cc3cc2C1=O. Reaction SMILES: [CH2:1]([O:3][C:4](=[O:2])[c:6]1[c:7]([N:18]([CH2:19][CH2:20][C:21](=[O:22])[O:23][CH2:24][CH3:25])[CH2:26][CH3:27])[n:8][c:9]2[cH:10][c:11]([F:17])[c:12]([F:16])[cH:13][c:14]2[cH:15]1)[CH3:5].[CH3:28][C:29](=[O:30])[OH:31].[CH3:33][CH2:34][OH:35].[OH2:32]>>[O:3]=[C:4]1[c:6]2[c:7]([n:8][c:9]3[cH:10][c:11]([F:17])[c:12]([F:16])[cH:13][c:14]3[cH:15]2)[N:18]([CH2:26][CH3:27])[CH2:19][CH:20]1[C:21](=[O:22])[O:23][CH2:24][CH3:25].